Dataset: the Open Reaction Database (ORD), a public repository of structured organic reaction records. Task: describe an organic reaction: reactants, conditions, products, and yield Reactants: CC=1N=C(C2=C(N1)C=C(N2)C2=CC=CC=C2)Cl (2-methyl-4-chloro-6-phenyl-5H-pyrrolo[3,2-d]pyrimidine), O(C1=CC=CC=C1)CCN (2-phenoxyethylamine), C([O-])([O-])=O.[K+].[K+] (potassium carbonate). Run in O (H2O). Product: Cl.CC=1NC=2C(=C(N1)NCCOC1=CC=CC=C1)N=C(C2)C2=CC=CC=C2 ((2-Methyl-6-phenylpyrrolo[2,3-e]pyrimidin-4-yl)(2-phenoxyethyl)amine Hydrochloride). Isolated yield 19.7%. RXN SMILES: [CH3:1][C:2]1[N:3]=[C:4]([Cl:17])[C:5]2[NH:10][C:9]([C:11]3[CH:16]=[CH:15][CH:14]=[CH:13][CH:12]=3)=[CH:8][C:6]=2[N:7]=1.[O:18]([CH2:25][CH2:26][NH2:27])[C:19]1[CH:24]=[CH:23][CH:22]=[CH:21][CH:20]=1.C(=O)([O-])[O-].[K+].[K+]>O>[ClH:17].[CH3:1][C:2]1[NH:7][C:6]2[C:5]([N:10]=[C:9]([C:11]3[CH:16]=[CH:15][CH:14]=[CH:13][CH:12]=3)[CH:8]=2)=[C:4]([NH:27][CH2:26][CH2:25][O:18][C:19]2[CH:24]=[CH:23][CH:22]=[CH:21][CH:20]=2)[N:3]=1 |f:2.3.4,6.7|. Reported procedure: This compound was prepared according to the method described in Example 2, by employing 2-methyl-4-chloro-6-phenyl-5H-pyrrolo[3,2-d]pyrimidine (Example 1(e)) (100 mg, 0.41 mmol), 2-phenoxyethylamine (Lancaster Synthesis Ltd.) (0.28 g, 2.05 mmol) and potassium carbonate (0.567 g, 4.1 mmol) in H2O (2.5 mL) to give 30.7 mg (22%) of the title compound as white crystals. MP: 266.9-267.4° C. (dec). 1H NMR (DMSO-d6; 400 MHz): δ 2.43 (s, 3), 3.91-3.93 (m, 2), 4.22 (t, 2, J=5.3), 6.74 (s, 1), 6.93-7.07 (...